Dataset: the Open Reaction Database (ORD), a public repository of structured organic reaction records. Task: describe an organic reaction: reactants, conditions, products, and yield Starting materials: O=C([O-])[O-], CN(C)C=O, [I-], [K+], [K+], [K+], CCOC(=O)COc1ccc(O)cc1, BrCCCCc1ccccc1. Yields the product CCOC(=O)COc1ccc(OCCCCc2ccccc2)cc1. Reaction SMILES: [C:26](=[O:27])([O-:28])[O-:29].[CH3:34][N:35]([CH3:36])[CH:37]=[O:38].[I-:33].[K+:30].[K+:31].[K+:32].[OH:1][c:2]1[cH:3][cH:4][c:5]([O:6][CH2:7][C:8](=[O:9])[O:10][CH2:11][CH3:12])[cH:13][cH:14]1.[c:15]1([CH2:21][CH2:22][CH2:23][CH2:24][Br:25])[cH:16][cH:17][cH:18][cH:19][cH:20]1>>[O:1]([c:2]1[cH:3][cH:4][c:5]([O:6][CH2:7][C:8](=[O:9])[O:10][CH2:11][CH3:12])[cH:13][cH:14]1)[CH2:24][CH2:23][CH2:22][CH2:21][c:15]1[cH:16][cH:17][cH:18][cH:19][cH:20]1. The reactants are COc1ccccc1N, COCCO, O=C1c2ccc([N+](=O)[O-])cc2C(=O)c2c1cccc2[N+](=O)[O-]. Product: COc1ccccc1Nc1cccc2c1C(=O)c1cc([N+](=O)[O-])ccc1C2=O. As a reaction SMILES: [CH3:23][O:24][c:25]1[c:26]([NH2:31])[cH:27][cH:28][cH:29][cH:30]1.[CH3:32][O:33][CH2:34][CH2:35][OH:36].[N+:1]([O-:2])(=[O:3])[c:4]1[cH:5][cH:6][cH:7][c:8]2[c:17]1[C:16](=[O:18])[c:15]1[c:10]([cH:11][cH:12][c:13]([N+:19](=[O:20])[O-:21])[cH:14]1)[C:9]2=[O:22]>>[c:4]1([NH:31][c:26]2[c:25]([O:24][CH3:23])[cH:30][cH:29][cH:28][cH:27]2)[cH:5][cH:6][cH:7][c:8]2[c:17]1[C:16](=[O:18])[c:15]1[c:10]([cH:11][cH:12][c:13]([N+:19](=[O:20])[O-:21])[cH:14]1)[C:9]2=[O:22]. Starting materials: B, CCOC(C)=O, C=Cc1ccc(CC(=O)NC(C)C)cc1, [Na+], C1CCOC1, C1CCOC1, [OH-], O, OO. The product is CC(C)NC(=O)Cc1ccc(CCO)cc1. As a reaction SMILES: [BH3:21].[CH3:32][CH2:33][O:34][C:35](=[O:36])[CH3:37].[CH:1]([CH3:2])([CH3:3])[NH:4][C:5]([CH2:6][c:7]1[cH:8][cH:9][c:10]([CH:13]=[CH2:14])[cH:11][cH:12]1)=[O:15].[Na+:23].[O:16]1[CH2:17][CH2:18][CH2:19][CH2:20]1.[O:26]1[CH2:27][CH2:28][CH2:29][CH2:30]1.[OH-:22].[OH2:31].[OH:24][OH:25]>>[CH:1]([CH3:2])([CH3:3])[NH:4][C:5]([CH2:6][c:7]1[cH:8][cH:9][c:10]([CH2:13][CH2:14][OH:16])[cH:11][cH:12]1)=[O:15].